From a dataset of the Open Reaction Database (ORD), a public repository of structured organic reaction records. describe an organic reaction: reactants, conditions, products, and yield Starting materials: COC(=O)Cl, CCN(C(C)C)C(C)C, ClCCl, COC(=O)C1CCNC(Cc2cc(F)cc(F)c2)C1. Yields the product COC(=O)C1CCN(C(=O)OC)C(Cc2cc(F)cc(F)c2)C1. As a reaction SMILES: [C:29]([O:30][CH3:31])(=[O:32])[Cl:33].[CH:20]([N:21]([CH2:22][CH3:23])[CH:24]([CH3:25])[CH3:26])([CH3:27])[CH3:28].[Cl:34][CH2:35][Cl:36].[F:1][c:2]1[cH:3][c:4]([CH2:5][CH:6]2[NH:7][CH2:8][CH2:9][CH:10]([C:12](=[O:13])[O:14][CH3:15])[CH2:11]2)[cH:16][c:17]([F:19])[cH:18]1>>[F:1][c:2]1[cH:3][c:4]([CH2:5][CH:6]2[N:7]([C:29]([O:30][CH3:31])=[O:32])[CH2:8][CH2:9][CH:10]([C:12](=[O:13])[O:14][CH3:15])[CH2:11]2)[cH:16][c:17]([F:19])[cH:18]1. Reactants: O (Water), NC1=CC=C(C(=O)OCC)C=C1 (ethyl 4-aminobenzoate), N1=CC=CC=C1 (pyridine), ClCCCN=C=O (1-chloro-3-isocyanatopropane). Solvent: ClCCl (dichloromethane). Product: ClCCCNC(NC1=CC=C(C(=O)OCC)C=C1)=O (ethyl 4-[3-(3-chloropropyl)ureido]benzoate). As a reaction SMILES: [NH2:1][C:2]1[CH:12]=[CH:11][C:5]([C:6]([O:8][CH2:9][CH3:10])=[O:7])=[CH:4][CH:3]=1.N1C=CC=CC=1.[Cl:19][CH2:20][CH2:21][CH2:22][N:23]=[C:24]=[O:25].O>ClCCl>[Cl:19][CH2:20][CH2:21][CH2:22][NH:23][C:24](=[O:25])[NH:1][C:2]1[CH:3]=[CH:4][C:5]([C:6]([O:8][CH2:9][CH3:10])=[O:7])=[CH:11][CH:12]=1. Procedure details: A mixture of ethyl 4-aminobenzoate (496 mg) and pyridine (60 μL) was dissolved in dichloromethane (3 mL), 1-chloro-3-isocyanatopropane (323 μL) was added, and the mixture was stirred at room temperature. Water was added to the reaction mixture, and the mixture was extracted with ethyl acetate. The organic layer was washed with dilute hydrochloric acid and saturated brine, and the solvent was evaporated. The obtained residue was purified by column chromatography (ethyl acetate:hexane) to give eth... Reported procedure: In close analogy to the procedure described in Example 1, 6-bromo-pyrazolo[1,5-a]pyrimidine-2-carboxylic acid is reacted with 6,7-dimethoxy-3,3-dimethyl-1,2,3,4-tetrahydro-isoquinoline to provide the title compound as a colorless solid. Reactants: BrC=1C=NC=2N(C1)N=C(C2)C(=O)O (6-bromo-pyrazolo[1,5-a]pyrimidine-2-carboxylic acid), COC=1C=C2CC(NCC2=CC1OC)(C)C (6,7-dimethoxy-3,3-dimethyl-1,2,3,4-tetrahydro-isoquinoline). The product is BrC=1C=NC=2N(C1)N=C(C2)C(=O)N2CC1=CC(=C(C=C1CC2(C)C)OC)OC ((6-Bromo-pyrazolo[1,5-a]pyrimidin-2-yl)-(6,7-dimethoxy-3,3-dimethyl-3,4-dihydro-1H-isoquinolin-2-yl)-methanone). RXN SMILES: [Br:1][C:2]1[CH:3]=[N:4][C:5]2[N:6]([N:8]=[C:9]([C:11]([OH:13])=O)[CH:10]=2)[CH:7]=1.[CH3:14][O:15][C:16]1[CH:17]=[C:18]2[C:23](=[CH:24][C:25]=1[O:26][CH3:27])[CH2:22][NH:21][C:20]([CH3:29])([CH3:28])[CH2:19]2>>[Br:1][C:2]1[CH:3]=[N:4][C:5]2[N:6]([N:8]=[C:9]([C:11]([N:21]3[C:20]([CH3:29])([CH3:28])[CH2:19][C:18]4[C:23](=[CH:24][C:25]([O:26][CH3:27])=[C:16]([O:15][CH3:14])[CH:17]=4)[CH2:22]3)=[O:13])[CH:10]=2)[CH:7]=1. The reactants are CCCCc1cnc(SC)[nH]c1=O, NCCCOc1cccc(CN2CCCCC2)c1. Yields the product CCCCc1cnc(NCCCOc2cccc(CN3CCCCC3)c2)[nH]c1=O. As a reaction SMILES: [CH2:1]([CH2:2][CH2:3][CH3:4])[c:5]1[c:6](=[O:13])[nH:7][c:8]([S:11][CH3:12])[n:9][cH:10]1.[N:14]1([CH2:20][c:21]2[cH:22][c:23]([O:24][CH2:25][CH2:26][CH2:27][NH2:28])[cH:29][cH:30][cH:31]2)[CH2:15][CH2:16][CH2:17][CH2:18][CH2:19]1>>[CH2:1]([CH2:2][CH2:3][CH3:4])[c:5]1[c:6](=[O:13])[nH:7][c:8]([NH:28][CH2:27][CH2:26][CH2:25][O:24][c:23]2[cH:22][c:21]([CH2:20][N:14]3[CH2:15][CH2:16][CH2:17][CH2:18][CH2:19]3)[cH:31][cH:30][cH:29]2)[n:9][cH:10]1. Reagents/catalysts: [Pd] (palladium on carbon). Starting materials: C(C)(C)(C)OC(C1=CC(=CC=C1)[N+](=O)[O-])=O (3-nitro-benzoic acid t-butyl ester), [H][H] (hydrogen). Procedure: A solution of 3-nitro-benzoic acid t-butyl ester (3.77 g, 16.9 mmol) in absolute ethanol (50 mL) was combined with palladium on carbon (10 wt %, 0.30 g) and hydrogenated under a baloon of hydrogen gas for appoximately 3 hrs. The reaction mixture was filtered through a pad of diatomaceous earth and then concentrated in vacuo to an oil which crystallized when dried under high vacuum providing 3.28 g of the title compound as a tan solid. 1H NMR (300 MHz, CDCl3) d 7.38 (d, 1H, J=8.0 Hz), 7.29 (m, 1H... Yield: 100.4%. Run in C(C)O (ethanol). Product: C(C)(C)(C)OC(C1=CC(=CC=C1)N)=O (3-Amino-benzoic acid t-butyl ester). Reaction SMILES: [C:1]([O:5][C:6](=[O:16])[C:7]1[CH:12]=[CH:11][CH:10]=[C:9]([N+:13]([O-])=O)[CH:8]=1)([CH3:4])([CH3:3])[CH3:2].[H][H]>C(O)C.[Pd]>[C:1]([O:5][C:6](=[O:16])[C:7]1[CH:12]=[CH:11][CH:10]=[C:9]([NH2:13])[CH:8]=1)([CH3:4])([CH3:2])[CH3:3]. The product is CC1=NN(c2ccc3c(c2)CCCC3)C(=O)C1=NNc1cccc(-c2cc(C(=O)O)c(C)o2)c1O. RXN SMILES: [BrH:1].[C:40](=[O:41])([OH:42])[O-:43].[CH3:23][C:24]1=[N:28][N:27]([c:29]2[cH:30][c:31]3[c:36]([cH:37][cH:38]2)[CH2:35][CH2:34][CH2:33][CH2:32]3)[C:26](=[O:39])[CH2:25]1.[CH3:46][CH2:47][OH:48].[ClH:45].[N:19]([O-:20])=[O:21].[Na+:22].[Na+:44].[OH:2][c:3]1[c:4](-[c:10]2[cH:11][c:12]([C:16](=[O:17])[OH:18])[c:13]([CH3:15])[o:14]2)[cH:5][cH:6][cH:7][c:8]1[NH2:9]>>[OH:2][c:3]1[c:4](-[c:10]2[cH:11][c:12]([C:16](=[O:17])[OH:18])[c:13]([CH3:15])[o:14]2)[cH:5][cH:6][cH:7][c:8]1[NH:9][N:19]=[C:25]1[C:24]([CH3:23])=[N:28][N:27]([c:29]2[cH:30][c:31]3[c:36]([cH:37][cH:38]2)[CH2:35][CH2:34][CH2:33][CH2:32]3)[C:26]1=[O:39]. The reactants are Br, O=C([O-])O, CC1=NN(c2ccc3c(c2)CCCC3)C(=O)C1, CCO, Cl, O=N[O-], [Na+], [Na+], Cc1oc(-c2cccc(N)c2O)cc1C(=O)O. The reactants are CC1=C(C=NN1CCC1=CC=CC=C1)C(=O)O (5-methyl-1-(2-phenylethyl)pyrazole-4-carboxylic acid), NC=1C=CC(=C(C#N)C1)N1CCC(CC1)N1CCOCC1 (5-amino-2-(4-morpholinopiperidin-1-yl)benzonitrile). Yields the product C(#N)C=1C=C(C=CC1N1CCC(CC1)N1CCOCC1)NC(=O)C=1C=NN(C1C)CCC1=CC=CC=C1 (N-[3-Cyano-4-(4-morpholinopiperidin-1-yl)phenyl]-5-methyl-1-(2-phenylethyl)pyrazole-4-carboxamide). The yield is 30.8%. Reaction SMILES: [CH3:1][C:2]1[N:6]([CH2:7][CH2:8][C:9]2[CH:14]=[CH:13][CH:12]=[CH:11][CH:10]=2)[N:5]=[CH:4][C:3]=1[C:15]([OH:17])=O.[NH2:18][C:19]1[CH:20]=[CH:21][C:22]([N:27]2[CH2:32][CH2:31][CH:30]([N:33]3[CH2:38][CH2:37][O:36][CH2:35][CH2:34]3)[CH2:29][CH2:28]2)=[C:23]([CH:26]=1)[C:24]#[N:25]>>[C:24]([C:23]1[CH:26]=[C:19]([NH:18][C:15]([C:3]2[CH:4]=[N:5][N:6]([CH2:7][CH2:8][C:9]3[CH:10]=[CH:11][CH:12]=[CH:13][CH:14]=3)[C:2]=2[CH3:1])=[O:17])[CH:20]=[CH:21][C:22]=1[N:27]1[CH2:32][CH2:31][CH:30]([N:33]2[CH2:34][CH2:35][O:36][CH2:37][CH2:38]2)[CH2:29][CH2:28]1)#[N:25]. Procedure details: The reaction and treatment in the same manner as in Example 64 were conducted using 5-methyl-1-(2-phenylethyl)pyrazole-4-carboxylic acid (0.6 g) and 5-amino-2-(4-morpholinopiperidin-1-yl)benzonitrile (0.75 g) and the resulting product was recrystallized from ethyl acetate to give the title compound (0.4 g), melting point: 195° C. The reactants are Cn1cc(Br)cc(Nc2ccc(OC3CN(C(=O)OC(C)(C)C)C3)cn2)c1=O, C1COCCO1, CO, Cl. Yields the product Cn1cc(Br)cc(Nc2ccc(OC3CNC3)cn2)c1=O, Cl. Reaction SMILES: [Br:1][c:2]1[cH:3][c:4]([NH:10][c:11]2[cH:12][cH:13][c:14]([O:17][CH:18]3[CH2:19][N:20]([C:22]([O:23][C:24]([CH3:25])([CH3:26])[CH3:27])=[O:28])[CH2:21]3)[cH:15][n:16]2)[c:5](=[O:9])[n:6]([CH3:8])[cH:7]1.[CH2:30]1[O:31][CH2:32][CH2:33][O:34][CH2:35]1.[CH3:36][OH:37].[ClH:29]>>[Br:1][c:2]1[cH:3][c:4]([NH:10][c:11]2[cH:12][cH:13][c:14]([O:17][CH:18]3[CH2:19][NH:20][CH2:21]3)[cH:15][n:16]2)[c:5](=[O:9])[n:6]([CH3:8])[cH:7]1.[ClH:29]. Reactants: C(C(=O)OCC)(=O)OCC (diethyl oxalate), CNC1=C(C=CC=C1)N (N-methyl-1,2-diaminobenzene), ( 33 ). Yields the product CN1C(C(NC2=CC=CC=C12)=O)=O (N-Methyl-1,4-dihydro-2,3-quinoxalinedione). RXN SMILES: [C:1]([O:8]CC)(=O)[C:2]([O:4]CC)=O.[CH3:11][NH:12][C:13]1[CH:18]=[CH:17][CH:16]=[CH:15][C:14]=1[NH2:19]>>[CH3:11][N:12]1[C:13]2[C:14](=[CH:15][CH:16]=[CH:17][CH:18]=2)[NH:19][C:1](=[O:8])[C:2]1=[O:4]. Procedure: N-Methyl-1,4-dihydro-2,3-quinoxalinedione was prepared using an adaptation of the method of Cheeseman (J. Chem. Soc. 1171 (1962)). A mixture of diethyl oxalate (3.23 g, 22.1 mmol) and N-methyl-1,2-diaminobenzene (332 mg, 2.72 mmol) was heated to reflux under N2 for 2 h. The reaction was allowed to cool to room temperature and the solid collected by vacuum filtration and rinsed with EtOH. The gray brown solid was further dried under vacuum (0.1 torr, 25° C.) to give 274.3 mg (57.2%). A portion of...